This data is from the Open Reaction Database (ORD), a public repository of structured organic reaction records. The task is: describe an organic reaction: reactants, conditions, products, and yield Reactants: COC(=O)c1cc(C)oc1C, CO, CC1(C)CC(O)CC(C)(C)N1. Yields the product Cc1cc(C(=O)OC2CC(C)(C)NC(C)(C)C2)c(C)o1. RXN SMILES: [CH3:1][c:2]1[o:3][c:4]([CH3:11])[cH:5][c:6]1[C:7](=[O:8])[O:9][CH3:10].[CH3:23][OH:24].[OH:12][CH:13]1[CH2:14][C:15]([CH3:21])([CH3:22])[NH:16][C:17]([CH3:19])([CH3:20])[CH2:18]1>>[CH3:1][c:2]1[o:3][c:4]([CH3:11])[cH:5][c:6]1[C:7](=[O:8])[O:9][CH:10]1[CH2:14][C:15]([CH3:21])([CH3:22])[NH:16][C:17]([CH3:19])([CH3:20])[CH2:18]1. Starting materials: O=c1ccc(-c2ccc(Cl)cc2)n[nH]1, S=P12SP3(=S)SP(=S)(S1)SP(=S)(S2)S3, c1ccncc1. Yields the product S=c1ccc(-c2ccc(Cl)cc2)n[nH]1. As a reaction SMILES: [Cl:1][c:2]1[cH:3][cH:4][c:5](-[c:8]2[cH:9][cH:10][c:11](=[O:14])[nH:12][n:13]2)[cH:6][cH:7]1.[P:15]12(=[S:16])[S:17][P:18]3(=[S:28])[S:19][P:20](=[S:26])([S:21][P:22](=[S:25])([S:23]3)[S:24]1)[S:27]2.[cH:29]1[cH:30][cH:31][n:32][cH:33][cH:34]1>>[Cl:1][c:2]1[cH:3][cH:4][c:5](-[c:8]2[cH:9][cH:10][c:11](=[S:16])[nH:12][n:13]2)[cH:6][cH:7]1. Starting materials: ClC(C)C1=CC=CC=C1 ((1-chloroethyl)benzene), ClC(C)C1=CC=CC=C1 ((1-Chloroethyl)benzene), C1(=CC=CC=C1)P(CCCP(C1=CC=CC=C1)C1=CC=CC=C1)C1=CC=CC=C1 (1,3-bis(diphenylphosphino)propane), CCOCC (ether), C(=C)C=1C=C(C=CC1)[Mg]Br (3-vinylphenylmagnesium bromide). Reagents/catalysts: catalyst, [Ni](Cl)Cl (nickel chloride). The solvent is O (water). Reaction conditions: temperature 0 celsius, time 24 hour. Product: C(=C)C=1C=C(C=CC1)C(C)C1=CC=CC=C1 (1-(3-vinylphenyl)-1-phenylethane). Isolated yield 74.0%. As a reaction SMILES: Cl[CH:2]([C:4]1[CH:9]=[CH:8][CH:7]=[CH:6][CH:5]=1)[CH3:3].C1(P(C2C=CC=CC=2)CCCP(C2C=CC=CC=2)C2C=CC=CC=2)C=CC=CC=1.CCOCC.[CH:44]([C:46]1[CH:47]=[C:48]([Mg]Br)[CH:49]=[CH:50][CH:51]=1)=[CH2:45]>[Ni](Cl)Cl.O>[CH:2]([C:4]1[CH:9]=[C:8]([CH:44]([C:46]2[CH:47]=[CH:48][CH:49]=[CH:50][CH:51]=2)[CH3:45])[CH:7]=[CH:6][CH:5]=1)=[CH2:3]. Reported procedure: Then, 94 g (0.67 mole) of (1-chloroethyl)benzene of the formula (VI) and 5.4 g of the catalyst of nickel chloride (II) with ligands of 1,3-bis(diphenylphosphino)propane were mixed into 500 ml of dried ether. The above Grignard reagent was dropped little by little into this mixture over 2 hours. During the dropping, the temperature in the reactor was maintained at 0° C. After the dropping, stirring was continued for further 24 hours. The reaction mixture was then poured into iced water (1000 g of... Reactants: C(C)(C)(C)OC(=O)N[C@H](C)CO (N-(tert-butoxycarbonyl)-D-alaninol), C(C)(=O)Cl (acetyl chloride), C(CC)(=O)Cl (propionyl chloride). The product is C(C)(C)(C)OC(=O)N[C@H](C)COC(CC)=O (N-(tert-butoxycarbonyl)-O-propionyl-D-alaninol). As a reaction SMILES: [C:1]([O:5][C:6]([NH:8][C@@H:9]([CH2:11][OH:12])[CH3:10])=[O:7])([CH3:4])([CH3:3])[CH3:2].C(Cl)(=O)C.[C:17](Cl)(=[O:20])[CH2:18][CH3:19]>>[C:1]([O:5][C:6]([NH:8][C@@H:9]([CH2:11][O:12][C:17](=[O:20])[CH2:18][CH3:19])[CH3:10])=[O:7])([CH3:3])([CH3:4])[CH3:2]. Procedure: Following the procedure of example 47A, but replacing N-(tert-butoxycarbonyl)L-alaninol with N-(tert-butoxycarbonyl)-D-alaninol and acetyl chloride with propionyl chloride, provided N-(tert-butoxycarbonyl)-O-propionyl-D-alaninol. This was followed the procedure described in example 47B to give the title compound. Starting materials: CCOCC, Cc1nccn1-c1ccc(N)cc1, CCO, N#CN, O=[N+]([O-])O. Product: Cc1nccn1-c1ccc(NC(=N)N)cc1. RXN SMILES: [CH2:21]([O:22][CH2:23][CH3:24])[CH3:25].[CH3:1][c:2]1[n:3](-[c:7]2[cH:8][cH:9][c:10]([NH2:13])[cH:11][cH:12]2)[cH:4][cH:5][n:6]1.[CH3:26][CH2:27][OH:28].[NH2:18][C:19]#[N:20].[OH:14][N+:15](=[O:16])[O-:17]>>[CH3:1][c:2]1[n:3](-[c:7]2[cH:8][cH:9][c:10]([NH:13][C:19](=[NH:18])[NH2:20])[cH:11][cH:12]2)[cH:4][cH:5][n:6]1. The reactants are C(=O)C=1C(=NN(C1)C1=CC=CC=C1)OCC1=CC(=C(OCC=2N=C(OC2C)C=2C=CC(=C(C(=O)OC)C2)C)C=C1)OC (methyl 5-{4-[(4-{[(4-formyl-1-phenyl-1H-pyrazol-3-yl)oxy]methyl}-2-methoxyphenoxy)methyl]-5-methyl-1,3-oxazol-2-yl}-2-methylbenzoate), C(P(OCC)(OCC)=O)P(OCC)(OCC)=O (tetraethyl methylenediphosphonate), CN(C=O)C (N,N-dimethylformamide), [H-].[Na+] (sodium hydride). Solvent: O (Water). Conditions: time 2 hour. Product: C(C)OP(=O)(OCC)/C=C/C=1C(=NN(C1)C1=CC=CC=C1)OCC1=CC(=C(OCC=2N=C(OC2C)C=2C=CC(=C(C(=O)OC)C2)C)C=C1)OC (methyl 5-[4-({4-[({4-[(E)-2-(diethoxyphosphoryl)ethenyl]-1-phenyl-1H-pyrazol-3-yl}oxy)methyl]-2-methoxyphenoxy}methyl)-5-methyl-1,3-oxazol-2-yl]-2-methylbenzoate). Yield: 40.8%. As a reaction SMILES: [CH:1]([C:3]1[C:4]([O:14][CH2:15][C:16]2[CH:40]=[CH:39][C:19]([O:20][CH2:21][C:22]3[N:23]=[C:24]([C:28]4[CH:29]=[CH:30][C:31]([CH3:38])=[C:32]([CH:37]=4)[C:33]([O:35][CH3:36])=[O:34])[O:25][C:26]=3[CH3:27])=[C:18]([O:41][CH3:42])[CH:17]=2)=[N:5][N:6]([C:8]2[CH:13]=[CH:12][CH:11]=[CH:10][CH:9]=2)[CH:7]=1)=O.[CH2:43]([P:52](=[O:59])([O:56][CH2:57][CH3:58])[O:53][CH2:54][CH3:55])P(=O)(OCC)OCC.CN(C)C=O.[H-].[Na+]>O>[CH2:57]([O:56][P:52](/[CH:43]=[CH:1]/[C:3]1[C:4]([O:14][CH2:15][C:16]2[CH:40]=[CH:39][C:19]([O:20][CH2:21][C:22]3[N:23]=[C:24]([C:28]4[CH:29]=[CH:30][C:31]([CH3:38])=[C:32]([CH:37]=4)[C:33]([O:35][CH3:36])=[O:34])[O:25][C:26]=3[CH3:27])=[C:18]([O:41][CH3:42])[CH:17]=2)=[N:5][N:6]([C:8]2[CH:9]=[CH:10][CH:11]=[CH:12][CH:13]=2)[CH:7]=1)([O:53][CH2:54][CH3:55])=[O:59])[CH3:58] |f:3.4|. Procedure: To a mixture of methyl 5-{4-[(4-{[(4-formyl-1-phenyl-1H-pyrazol-3-yl)oxy]methyl}-2-methoxyphenoxy)methyl]-5-methyl-1,3-oxazol-2-yl}-2-methylbenzoate (1.13 g), tetraethyl methylenediphosphonate (0.63 g) and N,N-dimethylformamide (30 mL) was added sodium hydride (60% in oil, 0.10 g) at room temperature. The mixture was stirred at room temperature for 2 hrs. Water was poured into the reaction mixture, and the mixture was extracted with ethyl acetate. The organic layer was washed with saturated brin... Starting materials: C(C1=CC=CC=C1)OC=1C=C2C(=CNC2=CC1)CCC(=O)O (5-Benzyloxyindole-3-propionic acid), O.ON1N=NC2=C1C=CC=C2 (1-hydroxybenzotriazole hydrate), C(C)(C)N=C=NC(C)C (1,3-diisopropylcarbodiimide), Cl.COC=1C=CC2=C(OC(CO2)CN)C1 (7-methoxy-2,3-dihydro-1,4-benzodioxin-2-methanamine hydrochloride), Cl (hydrochloride). The solvent is CN(C)C=O (DMF), CN(C)C=O (DMF). Run at time 2 hour. Yields the product COC=1C=CC2=C(OC(CO2)CNCCCC2=CNC3=CC=C(C=C23)O)C1 (3-{3-[(7-Methoxy-2,3-dihydro-benzo[1,4]dioxin-2-ylmethyl)-amino]-propyl}-1H-indol-5-ol). Isolated yield 90.0%. As a reaction SMILES: C([O:8][C:9]1[CH:10]=[C:11]2[C:15](=[CH:16][CH:17]=1)[NH:14][CH:13]=[C:12]2[CH2:18][CH2:19][C:20](O)=O)C1C=CC=CC=1.O.ON1C2C=CC=CC=2N=N1.C(N=C=NC(C)C)(C)C.Cl.[CH3:44][O:45][C:46]1[CH:47]=[CH:48][C:49]2[O:54][CH2:53][CH:52]([CH2:55][NH2:56])[O:51][C:50]=2[CH:57]=1.Cl>CN(C=O)C>[CH3:44][O:45][C:46]1[CH:47]=[CH:48][C:49]2[O:54][CH2:53][CH:52]([CH2:55][NH:56][CH2:20][CH2:19][CH2:18][C:12]3[C:11]4[C:15](=[CH:16][CH:17]=[C:9]([OH:8])[CH:10]=4)[NH:14][CH:13]=3)[O:51][C:50]=2[CH:57]=1 |f:1.2,4.5|. Reported procedure: 5-Benzyloxyindole-3-propionic acid (1.8 g, 6.0 mmole), 1-hydroxybenzotriazole hydrate (0.97 g, 7.2 mmole) and 1,3-diisopropylcarbodiimide (2.3 ml, 14.4 mmole) were combined in 150 ml of DMF and stirred at room temperature for 2 hours under a nitrogen atmosphere. To this was added dropwise 7-methoxy-2,3-dihydro-1,4-benzodioxin-2-methanamine hydrochloride (1.4 g, 6.0 hydrochloride (1.4 g, 6.0 mmole) in 50 ml of DMF and the mixture was further stirred for 48 hours. The solvent was removed and repla...